Dataset: the Open Reaction Database (ORD), a public repository of structured organic reaction records. Task: describe an organic reaction: reactants, conditions, products, and yield Reactants: BrC1=CC=C(C=C1)C=1N=NN(C1)C1C(N(C2=C(CC1)C(=CC=C2)F)CC(F)(F)F)=O (3-[4-(4-Bromophenyl)-1H-1,2,3-triazol-1-yl]-6-fluoro-1-(2,2,2-trifluoroethyl)-1,3,4,5-tetrahydro-2H-1-benzazepin-2-one), C([O-])([O-])=O.[Cs+].[Cs+] (cesium carbonate), OC=1C(=NC=CC1)C (3-hydroxy-2-methylpyridine), cuprous chloride, CC(C)(C(CC(C(C)(C)C)=O)=O)C (2,2,6,6-tetramethyl-3,5-heptanedione). The solvent is O (water), CN1CCCC1=O (NMP), CCOC(=O)C (EtOAc). Product: FC1=CC=CC2=C1CCC(C(N2CC(F)(F)F)=O)N2N=NC(=C2)C2=CC=C(C=C2)OC=2C(=NC=CC2)C (6-fluoro-3-(4-{4-[(2-methylpyridin-3-yl)oxy]phenyl}-1H-1,2,3-triazol-1-yl)-1-(2,2,2-trifluoroethyl)-1,3,4,5-tetrahydro-2H-1-benzazepin-2-one). RXN SMILES: Br[C:2]1[CH:7]=[CH:6][C:5]([C:8]2[N:9]=[N:10][N:11]([CH:13]3[CH2:19][CH2:18][C:17]4[C:20]([F:24])=[CH:21][CH:22]=[CH:23][C:16]=4[N:15]([CH2:25][C:26]([F:29])([F:28])[F:27])[C:14]3=[O:30])[CH:12]=2)=[CH:4][CH:3]=1.C(=O)([O-])[O-].[Cs+].[Cs+].[OH:37][C:38]1[C:39]([CH3:44])=[N:40][CH:41]=[CH:42][CH:43]=1.CC(C)(C(=O)CC(=O)C(C)(C)C)C>CN1C(=O)CCC1.CCOC(C)=O.O>[F:24][C:20]1[C:17]2[CH2:18][CH2:19][CH:13]([N:11]3[CH:12]=[C:8]([C:5]4[CH:6]=[CH:7][C:2]([O:37][C:38]5[C:39]([CH3:44])=[N:40][CH:41]=[CH:42][CH:43]=5)=[CH:3][CH:4]=4)[N:9]=[N:10]3)[C:14](=[O:30])[N:15]([CH2:25][C:26]([F:29])([F:28])[F:27])[C:16]=2[CH:23]=[CH:22][CH:21]=1 |f:1.2.3|. Procedure details: 3-[4-(4-Bromophenyl)-1H-1,2,3-triazol-1-yl]-6-fluoro-1-(2,2,2-trifluoroethyl)-1,3,4,5-tetrahydro-2H-1-benzazepin-2-one (150 mg, 0.310 mmol), cesium carbonate (202 mg, 0.621 mmol), 3-hydroxy-2-methylpyridine (67.7 mg, 0.621 mmol), cuprous chloride (915.36 mg, 0.155 mmol), 2,2,6,6-tetramethyl-3,5-heptanedione (14.30 mg, 0.078 mmol) in NMP (1.55 mL) in a sealed microwave vial was heated to 120° C. overnight in an oil bath. The reaction vessel was allowed to cool before water was added to dilute the... The reactants are C1CCOC1, COC(=O)OC, CC(C)[N-]C(C)C, Cc1ccnc(-c2ccc(C(F)(F)F)cc2)c1, [Li+]. Yields the product COC(=O)Cc1ccnc(-c2ccc(C(F)(F)F)cc2)c1. As a reaction SMILES: [CH2:32]1[O:33][CH2:34][CH2:35][CH2:36]1.[CH3:26][O:27][C:28](=[O:29])[O:30][CH3:31].[CH3:2][CH:3]([N-:4][CH:5]([CH3:6])[CH3:7])[CH3:8].[CH3:9][c:10]1[cH:11][c:12](-[c:16]2[cH:17][cH:18][c:19]([C:22]([F:23])([F:24])[F:25])[cH:20][cH:21]2)[n:13][cH:14][cH:15]1.[Li+:1]>>[CH2:9]([c:10]1[cH:11][c:12](-[c:16]2[cH:17][cH:18][c:19]([C:22]([F:23])([F:24])[F:25])[cH:20][cH:21]2)[n:13][cH:14][cH:15]1)[C:28]([O:27][CH3:26])=[O:29]. Starting materials: CN(S(=O)(=O)Cl)C (dimethylsulfamoyl chloride), C(C)C(C=CCN)=CC (4-ethyl-2,4-hexadien-1-ylamine), ClCCl (dichloromethane), CN(S(=O)(=O)Cl)C (dimethylsulfamoyl chloride). Solvent: C(C)N(CC)CC (triethylamine), C(C)N(CC)CC (triethylamine). Reaction conditions: time 30 minute. Yields the product CN(S(=O)(=O)NCC=CC(=CC)CC)C (N,N-dimethyl-N'-(4-ethyl-2,4-hexadien-1-yl)-sulfamide). Reaction SMILES: [CH2:1]([C:3](=[CH:8][CH3:9])[CH:4]=[CH:5][CH2:6][NH2:7])[CH3:2].ClCCl.[CH3:13][N:14]([CH3:19])[S:15](Cl)(=[O:17])=[O:16]>C(N(CC)CC)C>[CH3:13][N:14]([CH3:19])[S:15]([NH:7][CH2:6][CH:5]=[CH:4][C:3]([CH2:1][CH3:2])=[CH:8][CH3:9])(=[O:17])=[O:16]. Procedure details: A mixture of N-(4-ethyl-2,4-hexadien-1-yl)phthalimide (3.0 g), hydrazine monohydrate (0.88 g), and ethanol (30 ml) was refluxed for 40 minutes under nitrogen atmosphere. After cooling, the precipitate was filtered and washed with ethanol. Evaporation of the filtrate gave a crystalline residue which was dissolved in 1N sodium hydroxide solution and extracted with dichloromethane. The organic extract was washed with water and brine, dried over anhydrous sodium sulfate, and evaporated to give 4-eth... Reactants: COc1cc(C(=O)O)cc(OC)c1OC, CNOC, [Cl-], O=C(Cl)C(=O)Cl, Cl. Yields the product COc1cc(C(=O)N(C)OC)cc(OC)c1OC. As a reaction SMILES: [CH3:1][O:2][c:3]1[cH:4][c:5]([C:13]([OH:14])=[O:15])[cH:6][c:7]([O:8][CH3:9])[c:10]1[O:11][CH3:12].[CH3:24][NH:25][O:26][CH3:27].[Cl-:22].[Cl:16][C:17]([C:18]([Cl:19])=[O:20])=[O:21].[ClH:23]>>[CH3:1][O:2][c:3]1[cH:4][c:5]([C:13](=[O:15])[N:25]([CH3:24])[O:26][CH3:27])[cH:6][c:7]([O:8][CH3:9])[c:10]1[O:11][CH3:12]. Reactants: CCOCC (ether), COCC(=O)C=1C=NC2=C(C=CC=C2C1Cl)OC (3-methoxyacetyl-4-chloro-8-methoxyquinoline), NC=1C(=CC=CC1)C (o-toluidine). Run in O1CCOCC1 (1,4-dioxan). Yields the product COC=1C=CC=C2C(=C(C=NC12)C(=O)COC)NC1=C(C=CC=C1)C (8-methoxy-3-methoxymethylcarbonyl-4-(2-methylphenylamino)quinoline). Isolated yield 82.8%. RXN SMILES: [CH3:1][O:2][CH2:3][C:4]([C:6]1[CH:7]=[N:8][C:9]2[C:14]([C:15]=1Cl)=[CH:13][CH:12]=[CH:11][C:10]=2[O:17][CH3:18])=[O:5].[NH2:19][C:20]1[C:21]([CH3:26])=[CH:22][CH:23]=[CH:24][CH:25]=1.CCOCC>O1CCOCC1>[CH3:18][O:17][C:10]1[CH:11]=[CH:12][CH:13]=[C:14]2[C:9]=1[N:8]=[CH:7][C:6]([C:4]([CH2:3][O:2][CH3:1])=[O:5])=[C:15]2[NH:19][C:20]1[CH:25]=[CH:24][CH:23]=[CH:22][C:21]=1[CH3:26]. Reported procedure: 3-methoxyacetyl-4-chloro-8-methoxyquinoline (19.0 g, 0.07 mol) and o-toluidine (9.0 ml, 0.08 mol) were heated under reflux in 1,4-dioxan (250 ml) for 1 hour. The solvent was removed and the residue taken up in dichloromethane, washed with dilute hydrochloric acid, sodium hydrogen carbonate solution, and brine. Evaporation of the solvent gave an oil, which afforded 8-methoxy-3-methoxymethylcarbonyl-4-(2-methylphenylamino)quinoline (19.5 g, 81%) as yellow crystals from ether, m.p. 122°-3°. The reactants are [BH4-], O=C([O-])O, CO, COc1cc(F)ccc1C=O, [K+], [Na+], O. Product: COc1cc(F)ccc1CO. As a reaction SMILES: [BH4-:12].[C:14](=[O:15])([O-:16])[OH:17].[CH3:19][OH:20].[F:1][c:2]1[cH:3][c:4]([O:10][CH3:11])[c:5]([CH:6]=[O:7])[cH:8][cH:9]1.[K+:18].[Na+:13].[OH2:21]>>[F:1][c:2]1[cH:3][c:4]([O:10][CH3:11])[c:5]([CH2:6][OH:7])[cH:8][cH:9]1. The reactants are FC1=C(C(=C(C(=C1C(=O)Cl)F)F)F)F (pentafluorobenzoyl chloride), [H-].[Na+] (NaH), O1NC(CC=C1)=O (oxazinone), C1CCOC1 (THF). The product is C(C)C1C(N(C2=C(O1)C(=CC=C2)C=CC)C(=O)C2=C(C(=C(C(=C2F)F)F)F)F)=O (2-ethyl-4-(perfluorophenylcarbonyl)-8-(prop-1-enyl)-2H-benzo[b][1,4]oxazin-3(4H)-one). Yield: 63.0%. RXN SMILES: [F:1][C:2]1[C:7]([C:8](Cl)=[O:9])=[C:6]([F:11])[C:5]([F:12])=[C:4]([F:13])[C:3]=1[F:14].[H-].[Na+].O1[CH:22]=[CH:21][CH2:20][C:19](=[O:23])[NH:18]1.[CH2:24]1[CH2:28][O:27][CH2:26][CH2:25]1>>[CH2:21]([CH:20]1[O:27][C:26]2[C:2]([CH:3]=[CH:4][CH3:5])=[CH:7][CH:28]=[CH:24][C:25]=2[N:18]([C:8]([C:7]2[C:2]([F:1])=[C:3]([F:14])[C:4]([F:13])=[C:5]([F:12])[C:6]=2[F:11])=[O:9])[C:19]1=[O:23])[CH3:22] |f:1.2|. Procedure details: Procedure & NMR Data: 265 μL of pentafluorobenzoyl chloride (2 eq, 1.84 mmol) was added to a mixture of 148 mg of NaH (4 eq, 3.68 mmol) and 200 mg (0.92 mmol) of oxazinone P2 in THF (22 ml). 240 mg of P5 were obtained, yield 63%. Solvent: tetrahydrofuran anhydride, O (water). Yields the product C(\C=C(/C)\CCC=C(C)C)OC1=CC=C(CO)C=C1 (4--geranyloxybenzylalcohol). Run at time 1 hour. Yield: 66.0%. Procedure details: To a suspension of lithium aluminum hydridete (7.59 g) in trahydrofuran (200 ml) was added a solution of the raw product of methyl 4-geranyloxybenzoate in tetrahydrofuran anhydride (100 ml) dropwise while being cooled with ice. After being stirred for 1 hour at room temperature, the reaction solution, with water (200 ml) added thereto, was extracted with ethyl acetate (400 ml). The extract was dried over sodium sulfite anhydride and then the solvent was evaporated under a vacuum. The residue was... RXN SMILES: [Al].[Li].[CH2:3]([O:13][C:14]1[CH:23]=[CH:22][C:17]([C:18](OC)=[O:19])=[CH:16][CH:15]=1)/[CH:4]=[C:5](/[CH2:7][CH2:8][CH:9]=[C:10]([CH3:12])[CH3:11])\[CH3:6]>O>[CH2:3]([O:13][C:14]1[CH:15]=[CH:16][C:17]([CH2:18][OH:19])=[CH:22][CH:23]=1)/[CH:4]=[C:5](/[CH2:7][CH2:8][CH:9]=[C:10]([CH3:12])[CH3:11])\[CH3:6] |f:0.1,^1:1|. Reactants: raw product, C(\C=C(/C)\CCC=C(C)C)OC1=CC=C(C(=O)OC)C=C1 (methyl 4-geranyloxybenzoate), [Al].[Li] (lithium aluminum). Reactants: CC1(C)OB(c2ccccc2CCC(=O)O)OC1(C)C, CCO, CO, COCCOC, Nc1nc(N)c2c(cc(I)c3[nH]ccc32)n1, [Na+], [Na+], O=C([O-])[O-]. Product: Nc1nc(N)c2c(cc(-c3ccccc3CCC(=O)O)c3[nH]ccc32)n1. RXN SMILES: [CH3:17][C:18]1([CH3:19])[C:20]([CH3:21])([CH3:22])[O:23][B:24]([c:25]2[c:26]([CH2:31][CH2:32][C:33](=[O:34])[OH:35])[cH:27][cH:28][cH:29][cH:30]2)[O:36]1.[CH3:43][CH2:44][OH:45].[CH3:46][OH:47].[CH3:48][O:49][CH2:50][CH2:51][O:52][CH3:53].[I:1][c:2]1[c:3]2[c:4]([c:5]3[c:6]([NH2:13])[n:7][c:8]([NH2:12])[n:9][c:10]3[cH:11]1)[cH:14][cH:15][nH:16]2.[Na+:37].[Na+:38].[O-:39][C:40](=[O:41])[O-:42]>>[c:2]1(-[c:25]2[c:26]([CH2:31][CH2:32][C:33](=[O:34])[OH:35])[cH:27][cH:28][cH:29][cH:30]2)[c:3]2[c:4]([c:5]3[c:6]([NH2:13])[n:7][c:8]([NH2:12])[n:9][c:10]3[cH:11]1)[cH:14][cH:15][nH:16]2. Starting materials: N1(N=CN=C1)CC1=CC=C(C=C1)C1=C(SC(=C1)CC(C)C)S(=O)(=O)N (3-(4-[1,2,4]Triazol-1-ylmethylphenyl)-5-iso-butylthiophene-2-sulfonamide), ClC(=O)OCCCC (butyl chloroformate). The reagents and catalysts are CN(C1=CC=NC=C1)C (4-dimethylaminopyridine). The solvent is C(C)N(CC)CC (triethylamine), C(C)(=O)OCC (ethyl acetate). Run at time 8 hour. Yields the product C(CCC)OC(=O)NS(=O)(=O)C=1SC(=CC1C1=CC=C(C=C1)CN1N=CN=C1)CC(C)C (N-Butyloxycarbonyl-3-(4-[1,2,4]triazol-1-ylmethylphenyl)-5-iso-butylthiophene-2-sulfonamide). Isolated yield 9.2%. As a reaction SMILES: [N:1]1([CH2:6][C:7]2[CH:12]=[CH:11][C:10]([C:13]3[CH:17]=[C:16]([CH2:18][CH:19]([CH3:21])[CH3:20])[S:15][C:14]=3[S:22]([NH2:25])(=[O:24])=[O:23])=[CH:9][CH:8]=2)[CH:5]=[N:4][CH:3]=[N:2]1.Cl[C:27]([O:29][CH2:30][CH2:31][CH2:32][CH3:33])=[O:28]>CN(C)C1C=CN=CC=1.C(N(CC)CC)C.C(OCC)(=O)C>[CH2:30]([O:29][C:27]([NH:25][S:22]([C:14]1[S:15][C:16]([CH2:18][CH:19]([CH3:21])[CH3:20])=[CH:17][C:13]=1[C:10]1[CH:11]=[CH:12][C:7]([CH2:6][N:1]2[CH:5]=[N:4][CH:3]=[N:2]2)=[CH:8][CH:9]=1)(=[O:23])=[O:24])=[O:28])[CH2:31][CH2:32][CH3:33]. Reported procedure: 59 mg (0.16 mmol) of the crude 3-(4-[1,2,4]triazol-1-ylmethylphenyl)-5-iso-butylthiophene-2-sulfonamide from step (c) above was mixed with butyl chloroformate (31 μL, 0.24 mmol) and 4-dimethylaminopyridine (2 mg, 16 μmol) in 5 mL of triethylamine at 0° C. The reaction mixture was stirred overnight and then diluted with ethyl acetate, washed with water and dried over K2CO3. The reaction mixture was then separated on a silica column (dichloromethane+15% methanol), circular chromatography (dichloro...